This data is from the Open Reaction Database (ORD), a public repository of structured organic reaction records. The task is: describe an organic reaction: reactants, conditions, products, and yield Reactants: CC=1C=C(C(=NC1)O)[N+](=O)[O-] (5-methyl-3-nitro-pyridin-2-ol), ice water, P(=O)(Cl)(Cl)Cl (phosphorus oxychloride). The reagents and catalysts are [Cl-].C(C1=CC=CC=C1)[N+](C)(C)C (benzyltrimethyl ammonium chloride). Run in C(C)#N (acetonitrile). Conditions: time 6 hour. Product: ClC1=NC=C(C=C1[N+](=O)[O-])C (2-chloro-5-methyl-3-nitro-pyridine). Isolated yield 96.4%. As a reaction SMILES: [CH3:1][C:2]1[CH:3]=[C:4]([N+:9]([O-:11])=[O:10])[C:5](O)=[N:6][CH:7]=1.P(Cl)(Cl)([Cl:14])=O>[Cl-].C([N+](C)(C)C)C1C=CC=CC=1.C(#N)C>[Cl:14][C:5]1[C:4]([N+:9]([O-:11])=[O:10])=[CH:3][C:2]([CH3:1])=[CH:7][N:6]=1 |f:2.3|. Procedure: 5-methyl-3-nitro-pyridin-2-ol (5 g, 32.4 mmol) and benzyltrimethyl ammonium chloride (3.01 g, 16.2 mmol) were dissolved in acetonitrile, and phosphorus oxychloride (9.0 ml, 97.2 mmol) was added thereto and stirred at 800 for 6 hours. The reaction mixture was cooled and poured into ice water to quench the reaction, and extracted with dichloromethane. The combined organic layer was washed with saturated saline solution, dried over anhydrous sodium sulfate (Na2SO4), filtered and evaporated under re... Starting materials: [OH-].[Zr+4].[OH-].[OH-].[OH-] (zirconium hydroxide), [N+](=O)(O)[O-] (nitric acid), [Ce] (cerium), [La] (lanthanum), [OH-].[Zr+4].[OH-].[OH-].[OH-] (zirconium hydroxide), resultant mixture, O(Cl)Cl.[Zr] (zirconium oxychloride). Conditions: time 1 hour. The product is [O-2].[Zr+4].[O-2] (zirconium oxide), [O-2].[Ce+3].[O-2].[O-2].[Ce+3] (cerium oxide), [O-2].[La+3].[O-2].[O-2].[La+3] (lanthanum oxide). RXN SMILES: [O:1](Cl)Cl.[Zr:4].[OH-:5].[Zr+4].[OH-].[OH-].[OH-].[N+]([O-])(O)=[O:11].[Ce:14].[La:15]>>[O-2:1].[Zr+4:4].[O-2:11].[O-2:5].[Ce+3:14].[O-2:1].[O-2:1].[Ce+3:14].[O-2:1].[La+3:15].[O-2:1].[O-2:1].[La+3:15] |f:0.1,2.3.4.5.6,10.11.12,13.14.15.16.17,18.19.20.21.22|. Procedure details: A zirconium-cerium-lanthanum composite oxide (Powder A1) was obtained by hydrolyzing a zirconium oxychloride solution thereby obtaining zirconium hydroxide, adding an aqueous nitric acid solution of cerium and lanthanum to the zirconium hydroxide and mixing them together, neutralizing the resultant mixture by addition of an alkali, washing, drying at 120° C. for two hours and calcining at 700° C. for one hour the product of neutralization, with the relevant components used in amounts calculated ... The reactants are BrC1=C(C=CC=C1)CC(=O)O (2-bromophenylacetic acid), CO (methanol). The reagents and catalysts are S(O)(O)(=O)=O (sulphuric acid). The product is BrC1=C(C=CC=C1)CC(=O)OC (Methyl 2-bromophenylacetate). As a reaction SMILES: [Br:1][C:2]1[CH:7]=[CH:6][CH:5]=[CH:4][C:3]=1[CH2:8][C:9]([OH:11])=[O:10].[CH3:12]O>S(=O)(=O)(O)O>[Br:1][C:2]1[CH:7]=[CH:6][CH:5]=[CH:4][C:3]=1[CH2:8][C:9]([O:11][CH3:12])=[O:10]. Procedure details: A solution of 2-bromophenylacetic acid (5.6 g) in methanol (80 ml) containing 6 drops of concentrated sulphuric acid was heated at reflux for 12 hours. The reaction mixture was concentrated, dissolved in ether (100 ml) and washed with water. The ether solution was dried over magnesium sulphate and evaporated to give the title compound (5.8 g) as a light orange oil. The reactants are [BH4-], CC(C)(C)OC(=O)N1C(=O)C2CC1CCC2NC(=O)OCc1ccccc1, C1CCOC1, [Na+], O. Product: CC(C)(C)OC(=O)NC1CCC(NC(=O)OCc2ccccc2)C(CO)C1. RXN SMILES: [BH4-:29].[C:1]([CH3:2])([CH3:3])([CH3:4])[O:5][C:6](=[O:7])[N:8]1[CH:9]2[CH2:10][CH2:11][CH:12]([NH:17][C:18](=[O:19])[O:20][CH2:21][c:22]3[cH:23][cH:24][cH:25][cH:26][cH:27]3)[CH:13]([C:14]1=[O:15])[CH2:16]2.[CH2:31]1[O:32][CH2:33][CH2:34][CH2:35]1.[Na+:30].[OH2:28]>>[C:1]([CH3:2])([CH3:3])([CH3:4])[O:5][C:6](=[O:7])[NH:8][CH:9]1[CH2:10][CH2:11][CH:12]([NH:17][C:18](=[O:19])[O:20][CH2:21][c:22]2[cH:23][cH:24][cH:25][cH:26][cH:27]2)[CH:13]([CH2:14][OH:15])[CH2:16]1. The reactants are N([C@@H](CC1=CC=CC=C1)C(=O)N[C@@H](CCCCNC(CC(C)C)=C1C(=O)CC(C)(C)CC1=O)C(=O)O)C(=O)OCC1C2=CC=CC=C2C2=CC=CC=C12 (Fmoc-Phe-Lys(ivDde)), N1CCCCC1 (piperidine), N[C@@H](CC1=CC=CC=C1)C(=O)N[C@@H](CCCCNC(CC(C)C)=C1C(=O)CC(C)(C)CC1=O)C(=O)O (NH2-Phe-Lys(ivDde)), C(C)(=O)OC(C)=O (acetic anhydride), TEA. The solvent is CN(C)C=O (DMF). Product: N([C@@H](CC1=CC=CC=C1)C(=O)N[C@@H](CCCCNC(CC(C)C)=C1C(=O)CC(C)(C)CC1=O)C(=O)O)C(=O)C (Ac-Phe-Lys(ivDde)). As a reaction SMILES: [NH:1]([C:37](OCC1C2C(=CC=CC=2)C2C1=CC=CC=2)=[O:38])[C@H:2]([C:10]([NH:12][C@H:13]([C:34]([OH:36])=[O:35])[CH2:14][CH2:15][CH2:16][CH2:17][NH:18][C:19](=[C:24]1[C:32](=[O:33])[CH2:31][C:28]([CH3:30])([CH3:29])[CH2:27][C:25]1=[O:26])[CH2:20][CH:21]([CH3:23])[CH3:22])=[O:11])[CH2:3][C:4]1[CH:9]=[CH:8][CH:7]=[CH:6][CH:5]=1.N1CCCC[CH2:55]1.N[C@H](C(N[C@H](C(O)=O)CCCCNC(=C1C(=O)CC(C)(C)CC1=O)CC(C)C)=O)CC1C=CC=CC=1.C(OC(=O)C)(=O)C>CN(C=O)C>[NH:1]([C:37]([CH3:55])=[O:38])[C@H:2]([C:10]([NH:12][C@H:13]([C:34]([OH:36])=[O:35])[CH2:14][CH2:15][CH2:16][CH2:17][NH:18][C:19](=[C:24]1[C:25](=[O:26])[CH2:27][C:28]([CH3:29])([CH3:30])[CH2:31][C:32]1=[O:33])[CH2:20][CH:21]([CH3:23])[CH3:22])=[O:11])[CH2:3][C:4]1[CH:9]=[CH:8][CH:7]=[CH:6][CH:5]=1. Procedure: To the deprotected Lys-resin sample was added Fmoc-Phe (8.8 mg, 33.2 μmol) in DCM/DMF and 1,3-diisopropylcarbodiimide (DIC) (3 μL, 20 μmol). The coupling reaction was continued for 2 h and ninhydrin tests gave negative amino group readings. The Fmoc-Phe-Lys(ivDde) on resin was then treated with photogenerated piperidine as described above. Upon completion of the reaction, the resin was washed with DCM/DMF. Capping of the NH2-Phe-Lys(ivDde)-resin was carried out for 1 h with acetic anhydride (470... Starting materials: CN(C(=N)N(C)C)C (1,1,3,3-tetramethylguanidine), FC(C(=O)OCC)(F)F (ethyl trifluoroacetate), FC(C(=O)O)(F)F.FC(C(=O)O)(F)F.FC1=CC=C(C=C1)N1N=CC2=CC(=CC=C12)O[C@@H]([C@H](C)N)C=1C=NC2=CC=CC=C2C1 ((1R,2S)-1-(1-(4-fluorophenyl)-1H-indazol-5-yloxy)-1-(quinolin-3-yl)propan-2-amine bis(2,2,2-trifluoroacetate)). Run in CO (MeOH). Reaction conditions: time 2.5 hour. The product is FC(C(=O)N[C@H]([C@@H](C=1C=NC2=CC=CC=C2C1)OC=1C=C2C=NN(C2=CC1)C1=CC=C(C=C1)F)C)(F)F (2,2,2-trifluoro-N-((1R,2S)-1-(1-(4-fluorophenyl)-1H-indazol-5-yloxy)-1-(quinolin-3-yl)propan-2-yl)acetamide). RXN SMILES: [F:1][C:2]([F:7])([F:6])[C:3](O)=[O:4].FC(F)(F)C(O)=O.[F:15][C:16]1[CH:21]=[CH:20][C:19]([N:22]2[C:30]3[C:25](=[CH:26][C:27]([O:31][C@H:32]([C:36]4[CH:37]=[N:38][C:39]5[C:44]([CH:45]=4)=[CH:43][CH:42]=[CH:41][CH:40]=5)[C@@H:33]([NH2:35])[CH3:34])=[CH:28][CH:29]=3)[CH:24]=[N:23]2)=[CH:18][CH:17]=1.CN(C)C(N(C)C)=N.FC(F)(F)C(OCC)=O>CO>[F:1][C:2]([F:7])([F:6])[C:3]([NH:35][C@@H:33]([CH3:34])[C@H:32]([O:31][C:27]1[CH:26]=[C:25]2[C:30](=[CH:29][CH:28]=1)[N:22]([C:19]1[CH:18]=[CH:17][C:16]([F:15])=[CH:21][CH:20]=1)[N:23]=[CH:24]2)[C:36]1[CH:37]=[N:38][C:39]2[C:44]([CH:45]=1)=[CH:43][CH:42]=[CH:41][CH:40]=2)=[O:4] |f:0.1.2|. Procedure: (1R,2S)-1-(1-(4-fluorophenyl)-1H-indazol-5-yloxy)-1-(quinolin-3-yl)propan-2-amine bis(2,2,2-trifluoroacetate) (65 mg, 0.10 mmol) was dissolved in MeOH (1.5 mL), 1,1,3,3-tetramethylguanidine (0.064 mL, 0.51 mmol) and ethyl trifluoroacetate (0.242 mL, 2.03 mmol) was added, the reaction mixture was stirred at r.t. for 2.5 h. Solvent was removed by evaporation and the residual material was purified by HPLC. Fractions was freezedried to give the product as a colourless powder. Yield 35 mg (67%) The reactants are CS(=O)(=O)Cl, CCN(C(C)C)C(C)C, ClCCl, CCOC(=O)c1coc(N)n1. Product: CCOC(=O)c1coc(NS(C)(=O)=O)n1. As a reaction SMILES: [CH3:21][S:22]([Cl:23])(=[O:24])=[O:25].[CH:12]([N:13]([CH2:14][CH3:15])[CH:16]([CH3:17])[CH3:18])([CH3:19])[CH3:20].[Cl:26][CH2:27][Cl:28].[NH2:1][c:2]1[o:3][cH:4][c:5]([C:7](=[O:8])[O:9][CH2:10][CH3:11])[n:6]1>>[NH:1]([c:2]1[o:3][cH:4][c:5]([C:7](=[O:8])[O:9][CH2:10][CH3:11])[n:6]1)[S:22]([CH3:21])(=[O:24])=[O:25].